From a dataset of the Open Reaction Database (ORD), a public repository of structured organic reaction records. describe an organic reaction: reactants, conditions, products, and yield Starting materials: [BH4-], CO, CSc1nc(-c2cc(C(=O)NCC3CC3)ccc2C)c2ccc(=O)n(-c3c(F)cccc3F)c2n1, [Na+], Cl[Ni]Cl, O, O, O, O, O, O. Product: Cc1ccc(C(=O)NCC2CC2)cc1-c1ncnc2c1ccc(=O)n2-c1c(F)cccc1F. RXN SMILES: [BH4-:36].[CH3:38][OH:39].[CH:1]1([CH2:4][NH:5][C:6]([c:7]2[cH:8][c:9](-[c:14]3[c:15]4[c:16]([n:17][c:18]([S:20][CH3:21])[n:19]3)[n:22](-[c:27]3[c:28]([F:34])[cH:29][cH:30][cH:31][c:32]3[F:33])[c:23](=[O:26])[cH:24][cH:25]4)[c:10]([CH3:13])[cH:11][cH:12]2)=[O:35])[CH2:2][CH2:3]1.[Na+:37].[Ni:46]([Cl:47])[Cl:48].[OH2:40].[OH2:41].[OH2:42].[OH2:43].[OH2:44].[OH2:45]>>[CH:1]1([CH2:4][NH:5][C:6]([c:7]2[cH:8][c:9](-[c:14]3[c:15]4[c:16]([n:17][cH:18][n:19]3)[n:22](-[c:27]3[c:28]([F:34])[cH:29][cH:30][cH:31][c:32]3[F:33])[c:23](=[O:26])[cH:24][cH:25]4)[c:10]([CH3:13])[cH:11][cH:12]2)=[O:35])[CH2:2][CH2:3]1. The reactants are CC(C)(C)C(=O)O, CCN=C=NCCCN(C)C, CN(C)c1ccncc1, ClCCl, Cl, NS(=O)(=O)c1cccc([N+](=O)[O-])c1. The product is CC(C)(C)C(=O)NS(=O)(=O)c1cccc([N+](=O)[O-])c1. Reaction SMILES: [CH3:1][C:2]([C:3](=[O:4])[OH:5])([CH3:6])[CH3:7].[CH3:22][N:23]([CH3:24])[CH2:25][CH2:26][CH2:27][N:28]=[C:29]=[N:30][CH2:31][CH3:32].[CH3:33][N:34]([CH3:35])[c:36]1[cH:37][cH:38][n:39][cH:40][cH:41]1.[Cl:42][CH2:43][Cl:44].[ClH:21].[N+:8](=[O:9])([O-:10])[c:11]1[cH:12][c:13]([S:17](=[O:18])(=[O:19])[NH2:20])[cH:14][cH:15][cH:16]1>>[CH3:1][C:2]([C:3](=[O:4])[NH:20][S:17]([c:13]1[cH:12][c:11]([N+:8](=[O:9])[O-:10])[cH:16][cH:15][cH:14]1)(=[O:18])=[O:19])([CH3:6])[CH3:7]. Reactants: Cl.CN(C=1N=C(C(=NC1)C(=O)N)NC1=CC=C(C=C1)C(=O)N1CCOCC1)[C@H]1CNCCC1 ((R)-5-(methyl(piperidin-3-yl)amino)-3-(4-(morpholine-4-carbonyl)phenylamino)pyrazine-2-carboxamide hydrochloride), CCN(C(C)C)C(C)C (DIEA), C(C=C)(=O)Cl (acryloyl chloride). Solvent: CN1CCCC1=O (NMP). Reaction conditions: time 1.5 hour. Yields the product C(C=C)(=O)N1C[C@@H](CCC1)N(C=1N=C(C(=NC1)C(=O)N)NC1=CC=C(C=C1)C(=O)N1CCOCC1)C ((R)-5-((1-acryloylpiperidin-3-yl)(methyl)amino)-3-(4-(morpholine-4-carbonyl)phenylamino)pyrazine-2-carboxamide), Cl (HCl). Isolated yield 816.3%. As a reaction SMILES: Cl.[CH3:2][N:3]([C@@H:28]1[CH2:33][CH2:32][CH2:31][NH:30][CH2:29]1)[C:4]1[N:5]=[C:6]([NH:13][C:14]2[CH:19]=[CH:18][C:17]([C:20]([N:22]3[CH2:27][CH2:26][O:25][CH2:24][CH2:23]3)=[O:21])=[CH:16][CH:15]=2)[C:7]([C:10]([NH2:12])=[O:11])=[N:8][CH:9]=1.CCN(C(C)C)C(C)C.[C:43]([Cl:47])(=[O:46])[CH:44]=[CH2:45]>CN1C(=O)CCC1>[C:43]([N:30]1[CH2:31][CH2:32][CH2:33][C@@H:28]([N:3]([CH3:2])[C:4]2[N:5]=[C:6]([NH:13][C:14]3[CH:19]=[CH:18][C:17]([C:20]([N:22]4[CH2:23][CH2:24][O:25][CH2:26][CH2:27]4)=[O:21])=[CH:16][CH:15]=3)[C:7]([C:10]([NH2:12])=[O:11])=[N:8][CH:9]=2)[CH2:29]1)(=[O:46])[CH:44]=[CH2:45].[ClH:47] |f:0.1|. Procedure: To a solution of (R)-5-(methyl(piperidin-3-yl)amino)-3-(4-(morpholine-4-carbonyl)phenylamino)pyrazine-2-carboxamide hydrochloride (92) (40 mg, 0.084 mmol) in NMP (3 mL) was added DIEA (150 μL, 0.84 mmol) and then acryloyl chloride (23 mg, 0.25 mmol). The mixture was stirred at RT for 1.5 h, quenched with TFA (0.2 mL), diluted with 2 mL water, and subjected to reverse phase preparative HPLC to isolate the title compound (93) as an HCl salt (25 mg). MS found for C25H31N7O4 as (M+H)+ 494.1, (M−H)− ... Starting materials: CCI, CN(C)C=O, CN1Cc2c(C#CC(C)(C)O)ncn2-c2ccc(F)cc2C1=O, [K+], [OH-]. The product is CCOC(C)(C)C#Cc1ncn2c1CN(C)C(=O)c1cc(F)ccc1-2. As a reaction SMILES: [CH2:24]([CH3:25])[I:26].[CH3:29][N:30]([CH3:31])[CH:32]=[O:33].[F:1][c:2]1[cH:3][cH:4][c:5]2[c:6]([cH:23]1)[C:7](=[O:22])[N:8]([CH3:21])[CH2:9][c:10]1[n:11]-2[cH:12][n:13][c:14]1[C:15]#[C:16][C:17]([CH3:18])([CH3:19])[OH:20].[K+:28].[OH-:27]>>[F:1][c:2]1[cH:3][cH:4][c:5]2[c:6]([cH:23]1)[C:7](=[O:22])[N:8]([CH3:21])[CH2:9][c:10]1[n:11]-2[cH:12][n:13][c:14]1[C:15]#[C:16][C:17]([CH3:18])([CH3:19])[O:20][CH2:24][CH3:25]. Reactants: OC=1C(NC(N([C@H]2C[C@H](O)[C@@H](CO)O2)C1)=O)=O (2'-deoxy-5-hydroxyuridine), C(C)Br (Ethyl bromide), [OH-].[Na+] (sodium hydroxide). The solvent is CO (methanol), O (water). Reaction conditions: time 16 hour. Yields the product C(C)OC=1C(NC(N([C@H]2C[C@H](O)[C@@H](CO)O2)C1)=O)=O (5-ethoxy-2'-deoxyuridine). The yield is 52.0%. RXN SMILES: [OH:1][C:2]1[C:3](=[O:17])[NH:4][C:5](=[O:16])[N:6]([CH:15]=1)[C@@H:7]1[O:14][C@H:11]([CH2:12][OH:13])[C@@H:9]([OH:10])[CH2:8]1.[OH-].[Na+].[CH2:20](Br)[CH3:21]>CO.O>[CH2:20]([O:1][C:2]1[C:3](=[O:17])[NH:4][C:5](=[O:16])[N:6]([CH:15]=1)[C@@H:7]1[O:14][C@H:11]([CH2:12][OH:13])[C@@H:9]([OH:10])[CH2:8]1)[CH3:21] |f:1.2|. Procedure details: The 2'-deoxy-5-hydroxyuridine (244 mg.,1 mmol) was suspended in a mixture of methanol (10 ml) and water (5 ml) at room temperature, and 1 ml of 1.0N sodium hydroxide solution (1 mmol) was added to generate the monoanion. Ethyl bromide (0.312 ml, 4 mmol) was added, and the reaction mixture was stirred for 16 hours. The solvent was removed in vacuo, and ethanol was added to and evaporated from the residue. The desired 5-ethoxy product was separated from small amounts of the 3-ethyl-5-ethoxy dialky...